From a dataset of the Open Reaction Database (ORD), a public repository of structured organic reaction records. describe an organic reaction: reactants, conditions, products, and yield Starting materials: CSc1nccc(-c2c(-c3cccc(Br)c3)nc(-c3c(Cl)cccc3Cl)n2O)n1, CSc1nccc(C(=NO)C(=O)c2cccc(Cl)c2)n1. Product: CSc1nccc(-c2c(-c3cccc(Cl)c3)nc(-c3c(Cl)cccc3Cl)n2O)n1. Reaction SMILES: [Cl:1][c:2]1[c:3](-[c:9]2[n:10]([OH:29])[c:11](-[c:21]3[n:22][c:23]([S:27][CH3:28])[n:24][cH:25][cH:26]3)[c:12](-[c:14]3[cH:15][c:16]([Br:20])[cH:17][cH:18][cH:19]3)[n:13]2)[c:4]([Cl:8])[cH:5][cH:6][cH:7]1.[Cl:30][c:31]1[cH:32][c:33]([C:34](=[O:35])[C:36]([c:37]2[cH:38][cH:39][n:40][c:41]([S:42][CH3:43])[n:44]2)=[N:45][OH:46])[cH:47][cH:48][cH:49]1>>[Cl:1][c:2]1[c:3](-[c:9]2[n:10]([OH:29])[c:11](-[c:21]3[n:22][c:23]([S:27][CH3:28])[n:24][cH:25][cH:26]3)[c:12](-[c:14]3[cH:15][c:16]([Cl:30])[cH:17][cH:18][cH:19]3)[n:13]2)[c:4]([Cl:8])[cH:5][cH:6][cH:7]1. Yields the product BrC1=CC(=C(C=C1F)N1C(C=CC2=CC(=CC=C12)S(=O)(=O)NC1=NC=CC=N1)=O)OC (1-(4-bromo-5-fluoro-2-methoxyphenyl)-2-oxo-N-2-pyrimidinyl-1,2-dihydro-6-quinolinesulfonamide). Starting materials: BrC1=CC(=C(C=C1F)N1C(C=CC2=CC(=CC=C12)S(=O)(=O)OC1=C(C(=C(C(=C1F)F)F)F)F)=O)OC (perfluorophenyl 1-(4-bromo-5-fluoro-2-methoxyphenyl)-2-oxo-1,2-dihydroquinoline-6-sulfonate), N1=C(N=CC=C1)N (pyrimidin-2-amine), C[Si](C)(C)[N-][Si](C)(C)C.[Li+] (lithium bis(trimethylsilyl)amide). Procedure details: To a solution of perfluorophenyl 1-(4-bromo-5-fluoro-2-methoxyphenyl)-2-oxo-1,2-dihydroquinoline-6-sulfonate (15.0 g, 25.24 mmol) and pyrimidin-2-amine (4.8 g, 50.48 mmol, Alfa Aesar) in THF (300 mL) was added lithium bis(trimethylsilyl)amide (1.0 M solution in THF, 50.5 mL, 50.5 mmol, Aldrich) at 78° C. The reaction mixture was slowly warmed to room temperature and stirred for 1 h. The reaction mixture was quenched with 1.5 N HCl (300 mL) and extracted with ethyl acetate (2×300 mL). The combine... The yield is 75.3%. Reaction conditions: time 1 hour. Solvent: C1CCOC1 (THF). Reaction SMILES: [Br:1][C:2]1[C:7]([F:8])=[CH:6][C:5]([N:9]2[C:18]3[C:13](=[CH:14][C:15]([S:19]([O:22]C4C(F)=C(F)C(F)=C(F)C=4F)(=[O:21])=O)=[CH:16][CH:17]=3)[CH:12]=[CH:11][C:10]2=[O:34])=[C:4]([O:35][CH3:36])[CH:3]=1.[N:37]1[CH:42]=[CH:41][CH:40]=[N:39][C:38]=1[NH2:43].C[Si]([N-][Si](C)(C)C)(C)C.[Li+]>C1COCC1>[Br:1][C:2]1[C:7]([F:8])=[CH:6][C:5]([N:9]2[C:18]3[C:13](=[CH:14][C:15]([S:19]([NH:43][C:38]4[N:39]=[CH:40][CH:41]=[CH:42][N:37]=4)(=[O:21])=[O:22])=[CH:16][CH:17]=3)[CH:12]=[CH:11][C:10]2=[O:34])=[C:4]([O:35][CH3:36])[CH:3]=1 |f:2.3|. The reactants are ClCCl, Cc1cc2c(cc1N)CN(Cc1ccccc1)C(=O)C(NC(=O)N1CCC(N3Cc4ccccc4NC3=O)CC1)C2, O=C(O)C(F)(F)F. The product is Cc1cc2c(cc1N)CN(Cc1ccccc1)C(=O)C(NC(=O)N1CCC(N3Cc4ccccc4NC3=O)CC1)C2, O=C(O)C(F)(F)F. As a reaction SMILES: [Cl:49][CH2:50][Cl:51].[NH2:1][c:2]1[c:3]([CH3:41])[cH:4][c:5]2[c:6]([cH:40]1)[CH2:7][N:8]([CH2:33][c:34]1[cH:35][cH:36][cH:37][cH:38][cH:39]1)[C:9](=[O:32])[CH:10]([NH:12][C:13](=[O:14])[N:15]1[CH2:16][CH2:17][CH:18]([N:21]3[C:22](=[O:31])[NH:23][c:24]4[cH:25][cH:26][cH:27][cH:28][c:29]4[CH2:30]3)[CH2:19][CH2:20]1)[CH2:11]2.[OH:42][C:43](=[O:44])[C:45]([F:46])([F:47])[F:48]>>[NH2:1][c:2]1[c:3]([CH3:41])[cH:4][c:5]2[c:6]([cH:40]1)[CH2:7][N:8]([CH2:33][c:34]1[cH:35][cH:36][cH:37][cH:38][cH:39]1)[C:9](=[O:32])[CH:10]([NH:12][C:13](=[O:14])[N:15]1[CH2:16][CH2:17][CH:18]([N:21]3[C:22](=[O:31])[NH:23][c:24]4[cH:25][cH:26][cH:27][cH:28][c:29]4[CH2:30]3)[CH2:19][CH2:20]1)[CH2:11]2.[O:42]=[C:43]([OH:44])[C:45]([F:46])([F:47])[F:48]. Starting materials: [OH-].[K+] (potassium hydroxide), CS(=O)(=O)OCC1C(=O)OCC1C1=CC=C(C=C1)OC (α-methanesulfonyloxymethyl-β-(p-methoxyphenyl)-γ-butyrolactone), C1(CCCCC1)S (cyclohexylmercaptan). Run in C(C)O (ethanol), C(C)OCC (ethyl ether). Conditions: time 4 hour. The product is C1(CCCCC1)SCC1C(=O)OCC1C1=CC=C(C=C1)OC (α-cyclohexylthiomethyl-β-(p-methoxyphenyl)-γ-butyrolactone). Yield: 22.0%. RXN SMILES: [OH-].[K+].CS(O[CH2:8][CH:9]1[CH:14]([C:15]2[CH:20]=[CH:19][C:18]([O:21][CH3:22])=[CH:17][CH:16]=2)[CH2:13][O:12][C:10]1=[O:11])(=O)=O.[CH:23]1([SH:29])[CH2:28][CH2:27][CH2:26][CH2:25][CH2:24]1>C(O)C.C(OCC)C>[CH:23]1([S:29][CH2:8][CH:9]2[CH:14]([C:15]3[CH:16]=[CH:17][C:18]([O:21][CH3:22])=[CH:19][CH:20]=3)[CH2:13][O:12][C:10]2=[O:11])[CH2:28][CH2:27][CH2:26][CH2:25][CH2:24]1 |f:0.1|. Procedure: To a solution of 480 mg of potassium hydroxide in 40 ml of ethanol were added 2.0 g of α-methanesulfonyloxymethyl-β-(p-methoxyphenyl)-γ-butyrolactone and 1.6 ml of cyclohexylmercaptan and the resulting mixture was kept at room temperature for 4 hours. After completion of the reaction, the reaction mixture was diluted with 200 ml of ethyl ether, washed with water and saturated saline, dried over magnesium sulfate and the solvent was distilled off. The crude product thus obtained was purified by a... Conditions: temperature 160 celsius. As a reaction SMILES: Cl[C:2]1[CH:3]=[C:4]([N:20](CC2C=CC(OC)=CC=2)[C:21]2[CH:26]=[CH:25][C:24]([CH3:27])=[CH:23][N:22]=2)[C:5]2[N:6]([C:8]([C:11]([NH:13][C:14]3[CH:19]=[CH:18][N:17]=[CH:16][CH:15]=3)=[O:12])=[CH:9][N:10]=2)[N:7]=1.[C@H:37]1([NH2:44])[CH2:42][CH2:41][C@H:40]([NH2:43])[CH2:39][CH2:38]1>C(Cl)Cl>[NH2:43][C@H:40]1[CH2:41][CH2:42][C@H:37]([NH:44][C:2]2[CH:3]=[C:4]([NH:20][C:21]3[CH:26]=[CH:25][C:24]([CH3:27])=[CH:23][N:22]=3)[C:5]3[N:6]([C:8]([C:11]([NH:13][C:14]4[CH:19]=[CH:18][N:17]=[CH:16][CH:15]=4)=[O:12])=[CH:9][N:10]=3)[N:7]=2)[CH2:38][CH2:39]1. The product is N[C@@H]1CC[C@H](CC1)NC=1C=C(C=2N(N1)C(=CN2)C(=O)NC2=CC=NC=C2)NC2=NC=C(C=C2)C (6-((trans-4-aminocyclohexyl)amino)-8-((5-methyl-2-pyridinyl)amino)-N-4-pyridinylimidazo[1,2-b]pyridazine-3-carboxamide). Reported procedure: To a 2 dram vial was added 6-chloro-8-((4-methoxybenzyl)(5-methylpyridin-2-yl)amino)-N-(pyridin-4-yl)imidazo[1,2-b]pyridazine-3-carboxamide (32 mg, 0.064 mmol) and (trans)-cyclohexane-1,4-diamine (146 mg, 1.280 mmol). The reaction mixture was heated neat at 160° C. for 1 hour. The solution was diluted with DCM and washed with water. The organic layer was concentrated to dryness and then dissolved in neat TFA and heated to 80° C. for 2 hours. The solution was concentrated in vacuo and the residue... The yield is 48.4%. Reactants: ClC=1C=C(C=2N(N1)C(=CN2)C(=O)NC2=CC=NC=C2)N(C2=NC=C(C=C2)C)CC2=CC=C(C=C2)OC (6-chloro-8-((4-methoxybenzyl)(5-methylpyridin-2-yl)amino)-N-(pyridin-4-yl)imidazo[1,2-b]pyridazine-3-carboxamide), [C@H]1(CC[C@H](CC1)N)N ((trans)-cyclohexane-1,4-diamine). Solvent: C(Cl)Cl (DCM). Reactants: ClC1=NC(=CC(=N1)C1=CC=C(C=C1)Cl)C (2-chloro-4-(4-chloro-phenyl)-6-methyl-pyrimidine), BrC=1N=CNC1 (4-bromo-imidazole). Yields the product BrC=1N=CN(C1)C1=NC(=CC(=N1)C1=CC=C(C=C1)Cl)C (2-(4-Bromo-imidazol-1-yl)-4-(4-chloro-phenyl)-6-methyl-pyrimidine), solid. The yield is 98.0%. As a reaction SMILES: Cl[C:2]1[N:7]=[C:6]([C:8]2[CH:13]=[CH:12][C:11]([Cl:14])=[CH:10][CH:9]=2)[CH:5]=[C:4]([CH3:15])[N:3]=1.[Br:16][C:17]1[N:18]=[CH:19][NH:20][CH:21]=1>>[Br:16][C:17]1[N:18]=[CH:19][N:20]([C:2]2[N:7]=[C:6]([C:8]3[CH:13]=[CH:12][C:11]([Cl:14])=[CH:10][CH:9]=3)[CH:5]=[C:4]([CH3:15])[N:3]=2)[CH:21]=1. Procedure details: The title compound was prepared from 2-chloro-4-(4-chloro-phenyl)-6-methyl-pyrimidine (example A.11) (1.91 g, 8.0 mmol) and commercially available 4-bromo-imidazole (1.76 g, 12.0 mmol) according to the general procedure IVa. Obtained as a light brown solid (2.76 g, 98%). MS (ISP) 349.1 [(M+H)+]; mp 176-178° C. Reactants: ClC1=C(C=C(C=C1NC1=NN2C(C(=N1)N(CC1=CC=C(C=C1)OC)C1CC1)=NC=C2C#N)C#N)N2CC(N(CC2)CC(F)F)C(=O)N(C)C (4-(2-chloro-5-cyano-3-((7-cyano-4-(cyclopropyl(4-methoxybenzyl)amino)imidazo[2,1-f][1,2,4]triazin-2-yl)amino)phenyl)-1-(2,2-difluoroethyl)-N,N-dimethylpiperazine-2-carboxamide), C(=O)(C(F)(F)F)O (TFA), C(=O)(C(F)(F)F)O (TFA), C1(=CC=CC=C1)OC (anisole), C(=O)(C(F)(F)F)O (TFA). Solvent: ClCCCl (DCE). Conditions: time 8 hour. The product is ClC1=C(C=C(C=C1NC1=NN2C(C(=N1)NC1CC1)=NC=C2C#N)C#N)N2CC(N(CC2)CC(F)F)C(=O)N(C)C (4-(2-chloro-5-cyano-3-((7-cyano-4-(cyclopropylamino)imidazo[2,1-f][1,2,4]triazin-2-yl)amino)phenyl)-1-(2,2-difluoroethyl)-N,N-dimethylpiperazine-2-carboxamide). Yield: 65.3%. Reaction SMILES: [Cl:1][C:2]1[C:7]([NH:8][C:9]2[N:14]=[C:13]([N:15]([CH:25]3[CH2:27][CH2:26]3)CC3C=CC(OC)=CC=3)[C:12]3=[N:28][CH:29]=[C:30]([C:31]#[N:32])[N:11]3[N:10]=2)=[CH:6][C:5]([C:33]#[N:34])=[CH:4][C:3]=1[N:35]1[CH2:40][CH2:39][N:38]([CH2:41][CH:42]([F:44])[F:43])[CH:37]([C:45]([N:47]([CH3:49])[CH3:48])=[O:46])[CH2:36]1.C1(OC)C=CC=CC=1.C(O)(C(F)(F)F)=O>ClCCCl>[Cl:1][C:2]1[C:7]([NH:8][C:9]2[N:14]=[C:13]([NH:15][CH:25]3[CH2:26][CH2:27]3)[C:12]3=[N:28][CH:29]=[C:30]([C:31]#[N:32])[N:11]3[N:10]=2)=[CH:6][C:5]([C:33]#[N:34])=[CH:4][C:3]=1[N:35]1[CH2:40][CH2:39][N:38]([CH2:41][CH:42]([F:43])[F:44])[CH:37]([C:45]([N:47]([CH3:49])[CH3:48])=[O:46])[CH2:36]1. Procedure: 4-(2-chloro-5-cyano-3-((7-cyano-4-(cyclopropyl(4-methoxybenzyl)amino)imidazo[2,1-f][1,2,4]triazin-2-yl)amino)phenyl)-1-(2,2-difluoroethyl)-N,N-dimethylpiperazine-2-carboxamide (37 mg, 0.054 mmol) was taken up in DCE (0.5 mL) and anisole (0.029 mL, 0.268 mmol) was added, followed by TFA (0.124 mL, 1.608 mmol). The reaction was stirred at room temperature overnight. LCMS indicates mostly SM is present. An additional 30 eq. of TFA was added and the reaction was heated at 50° C. After 4 h, an additi... The reactants are resultant solution, C(\C=C/C(=O)OC)(=O)OC (dimethyl maleate), C(=C)SC1=CC=CC=C1 (phenyl vinyl sulfide), solution, [Cl-].[Cl-].C(C)[Al+2] (ethylaluminum dichloride), CCCCCC (hexane). Run in C(Cl)Cl (methylene chloride), ClCCCl (1,2-dichloroethane). Yields the product C1(=CC=CC=C1)C1C(C(C1)C(=S)OC)C(=O)OC (Dimethyl 3-phenylthiocyclobutane-1,2-dicarboxylate). As a reaction SMILES: [C:1]([O:9][CH3:10])(=[O:8])/[CH:2]=[CH:3]\[C:4]([O:6][CH3:7])=O.C([S:13]C1C=CC=CC=1)=C.[Cl-].[Cl-].[CH2:22]([Al+2])[CH3:23].[CH3:25][CH2:26][CH2:27][CH2:28][CH2:29][CH3:30]>ClCCCl.C(Cl)Cl>[C:27]1([CH:22]2[CH2:23][CH:3]([C:4]([O:6][CH3:7])=[S:13])[CH:2]2[C:1]([O:9][CH3:10])=[O:8])[CH:26]=[CH:25][CH:30]=[CH:29][CH:28]=1 |f:2.3.4|. Reported procedure: To a solution of dimethyl maleate (0.50 mL, 4 mmol) and phenyl vinyl sulfide (0.52 mL, 4 mmol) in 17 mL of 1,2-dichloroethane under nitrogen atmosphere, was added 1 equivalent (4 mL of a 1 M solution in hexane) of ethylaluminum dichloride. The resultant solution was heated at 85° C. for 18 h and then diluted with 75 mL of methylene chloride. The methylene chloride solution was washed three times with saturated aqueous ammonium chloride and once with brine, dried over anhydrous sodium sulfate, fi... Starting materials: PL-Thiol, S1C(=NC2=C1C=CC=C2)C=2C(=NC=C(C2)B2OC(C(O2)(C)C)(C)C)N (3-Benzothiazol-2-yl-5-(4,4,5,5-tetramethyl-[1,3,2]dioxaborolan-2-yl)-pyridin-2-ylamine), C(C)(C)(C)OC(=O)N1CC(C1)N1N=CC(=C1)I (3-(4-iodopyrazol-1-yl)-azetidine-1-carboxylic acid tert-butyl ester), C([O-])([O-])=O.[K+].[K+] (potassium carbonate). The reagents and catalysts are C1=CC=C(C=C1)P([C-]2C=CC=C2)C3=CC=CC=C3.C1=CC=C(C=C1)P([C-]2C=CC=C2)C3=CC=CC=C3.Cl[Pd]Cl.[Fe+2] (Pd(dppf)Cl2). The solvent is O1CCOCC1 (1,4-dioxane), O (H2O). Run at temperature 100 celsius, time 30 minute. The product is C(C)(C)(C)OC(=O)N1CC(C1)N1N=CC(=C1)C=1C=NC(=C(C1)C=1SC2=C(N1)C=CC=C2)N (3-[4-(6-Amino-5-benzothiazol-2-ylpyridin-3-yl)-pyrazol-1-yl]-azetidine-1-carboxylic acid tert-butyl ester). As a reaction SMILES: [S:1]1[C:5]2[CH:6]=[CH:7][CH:8]=[CH:9][C:4]=2[N:3]=[C:2]1[C:10]1[C:11]([NH2:25])=[N:12][CH:13]=[C:14](B2OC(C)(C)C(C)(C)O2)[CH:15]=1.[C:26]([O:30][C:31]([N:33]1[CH2:36][CH:35]([N:37]2[CH:41]=[C:40](I)[CH:39]=[N:38]2)[CH2:34]1)=[O:32])([CH3:29])([CH3:28])[CH3:27].C(=O)([O-])[O-].[K+].[K+]>O1CCOCC1.O.C1C=CC(P(C2C=CC=CC=2)[C-]2C=CC=C2)=CC=1.C1C=CC(P(C2C=CC=CC=2)[C-]2C=CC=C2)=CC=1.Cl[Pd]Cl.[Fe+2]>[C:26]([O:30][C:31]([N:33]1[CH2:36][CH:35]([N:37]2[CH:41]=[C:40]([C:14]3[CH:13]=[N:12][C:11]([NH2:25])=[C:10]([C:2]4[S:1][C:5]5[CH:6]=[CH:7][CH:8]=[CH:9][C:4]=5[N:3]=4)[CH:15]=3)[CH:39]=[N:38]2)[CH2:34]1)=[O:32])([CH3:29])([CH3:27])[CH3:28] |f:2.3.4,7.8.9.10|. Reported procedure: A solution of 3-benzothiazol-2-yl-5-(4,4,5,5-tetramethyl-1,3,2-dioxaborolan-2-yl)pyridin-2-ylamine (BB8) (30 mg, 0.080 mmol), 3-(4-iodopyrazol-1-yl)-azetidine-1-carboxylic acid tert-butyl ester (59 mg, 0.17 mmol), potassium carbonate (40 mg, 0.20 mmol), and Pd(dppf)Cl2 (3 mg, 0.01 mmol) in 1,4-dioxane (1.5 mL) and H2O (0.5 mL) was left to stir at 100° C. for 30 min in the microwave reactor. The mixture was passed through PL-Thiol MP SPE and the residue was concentrated in vacuo. The resulting oi...